Dataset: the Open Reaction Database (ORD), a public repository of structured organic reaction records. Task: describe an organic reaction: reactants, conditions, products, and yield Starting materials: CO, CCCc1c(C(=O)C(C)C)c2ccc(C(=O)OCc3ccccc3)cc2n1C(=O)c1ccccc1Cl. Product: CCCc1c(C(=O)C(C)C)c2ccc(C(=O)O)cc2n1C(=O)c1ccccc1Cl. As a reaction SMILES: [CH3:37][OH:38].[Cl:1][c:2]1[c:3]([C:4](=[O:5])[n:6]2[c:7]([CH2:30][CH2:31][CH3:32])[c:8]([C:25]([CH:26]([CH3:27])[CH3:28])=[O:29])[c:9]3[cH:10][cH:11][c:12]([C:15](=[O:16])[O:17][CH2:18][c:19]4[cH:20][cH:21][cH:22][cH:23][cH:24]4)[cH:13][c:14]23)[cH:33][cH:34][cH:35][cH:36]1>>[Cl:1][c:2]1[c:3]([C:4](=[O:5])[n:6]2[c:7]([CH2:30][CH2:31][CH3:32])[c:8]([C:25]([CH:26]([CH3:27])[CH3:28])=[O:29])[c:9]3[cH:10][cH:11][c:12]([C:15](=[O:16])[OH:17])[cH:13][c:14]23)[cH:33][cH:34][cH:35][cH:36]1. Starting materials: ClC1=NC=CC=C1N (2-chloro-3-aminopyridine), C(C)OC=1C(C(C1OCC)=O)=O (3,4-diethoxy-3-cyclobutene-1,2-dione). Solvent: C(C)O (ethanol). Product: ClC1=NC=CC=C1NC=1C(C(C1OCC)=O)=O (3-(2-Chloro-pyridin-3-ylamino)-4-ethoxy-cyclobut-3-ene-1,2-dione). Reaction SMILES: [Cl:1][C:2]1[C:7]([NH2:8])=[CH:6][CH:5]=[CH:4][N:3]=1.[CH2:9]([O:11][C:12]1[C:13](=O)[C:14](=[O:19])[C:15]=1[O:16]CC)[CH3:10]>C(O)C>[Cl:1][C:2]1[C:7]([NH:8][C:13]2[C:14](=[O:19])[C:15](=[O:16])[C:12]=2[O:11][CH2:9][CH3:10])=[CH:6][CH:5]=[CH:4][N:3]=1. Reported procedure: A solution of 2-chloro-3-aminopyridine and 3,4-diethoxy-3-cyclobutene-1,2-dione in ethanol was processed as described in Example 1A to provide the title compound. Reactants: C1CCOC1, CC(C)[N-]C(C)C, CCc1ncnc(Cl)c1Cl, O=C(Cn1cncn1)c1ccc(F)cc1F, [Li+]. Yields the product CC(c1ncnc(Cl)c1Cl)C(O)(Cn1cncn1)c1ccc(F)cc1F. Reaction SMILES: [CH2:35]1[O:36][CH2:37][CH2:38][CH2:39]1.[CH3:2][CH:3]([N-:4][CH:5]([CH3:6])[CH3:7])[CH3:8].[Cl:9][c:10]1[n:11][cH:12][n:13][c:14]([CH2:17][CH3:18])[c:15]1[Cl:16].[F:19][c:20]1[c:21]([C:27]([CH2:28][n:29]2[n:30][cH:31][n:32][cH:33]2)=[O:34])[cH:22][cH:23][c:24]([F:26])[cH:25]1.[Li+:1]>>[Cl:9][c:10]1[n:11][cH:12][n:13][c:14]([CH:17]([CH3:18])[C:27]([c:21]2[c:20]([F:19])[cH:25][c:24]([F:26])[cH:23][cH:22]2)([CH2:28][n:29]2[n:30][cH:31][n:32][cH:33]2)[OH:34])[c:15]1[Cl:16]. Reactants: Cc1c(O)ccc2[nH]ncc12, Cc1ccccc1, CC1(C)CCC(O)CC1C#N. The product is Cc1c(OC2CCC(C)(C)C(C#N)C2)ccc2[nH]ncc12. As a reaction SMILES: [CH3:12][c:13]1[c:14]2[cH:15][n:16][nH:17][c:18]2[cH:19][cH:20][c:21]1[OH:22].[CH3:23][c:24]1[cH:25][cH:26][cH:27][cH:28][cH:29]1.[OH:1][CH:2]1[CH2:3][CH2:4][C:5]([CH3:10])([CH3:11])[CH:6]([C:8]#[N:9])[CH2:7]1>>[O:1]([CH:2]1[CH2:3][CH2:4][C:5]([CH3:10])([CH3:11])[CH:6]([C:8]#[N:9])[CH2:7]1)[c:21]1[c:13]([CH3:12])[c:14]2[cH:15][n:16][nH:17][c:18]2[cH:19][cH:20]1. The reactants are CC(C)(C)OC(=O)CC(CCCC1CCCCC1)c1nc(Cc2ncc[nH]2)no1, O=C(O)C(F)(F)F. The product is O=C(O)CC(CCCC1CCCCC1)c1nc(Cc2ncc[nH]2)no1. RXN SMILES: [CH:1]1([CH2:7][CH2:8][CH2:9][CH:10]([CH2:11][C:12](=[O:13])[O:14][C:15]([CH3:16])([CH3:17])[CH3:18])[c:19]2[n:20][c:21]([CH2:24][c:25]3[nH:26][cH:27][cH:28][n:29]3)[n:22][o:23]2)[CH2:2][CH2:3][CH2:4][CH2:5][CH2:6]1.[OH:30][C:31]([C:32]([F:33])([F:34])[F:35])=[O:36]>>[CH:1]1([CH2:7][CH2:8][CH2:9][CH:10]([CH2:11][C:12](=[O:13])[OH:14])[c:19]2[n:20][c:21]([CH2:24][c:25]3[n:26][cH:27][cH:28][nH:29]3)[n:22][o:23]2)[CH2:2][CH2:3][CH2:4][CH2:5][CH2:6]1. Reactants: COC1=C(C(=C(C(=C1CCCC)OCOC)OC)CCCCCC1=C(C(=C(C(=C1OCOC)OC)O)OCOC)OC)OCOC (1,4-dimethoxy-2,5-bis(methoxymethoxy)-6-butyl-3-{5-[2,5-dimethoxy-3,6-bis(methoxymethoxy)-4-hydroxyphenyl]pentyl}benzene), CO (methanol), diazomethane-ether. Run at time 3 hour. The product is COC1=C(C(=C(C(=C1CCCC)OCOC)OC)CCCCCC1=C(C(=C(C(=C1OCOC)OC)OC)OCOC)OC)OCOC (1,4-dimethoxy-2,5-bis(methoxymethoxy)-6-butyl-3-{5-[2,4,5-trimethoxy-3,6-bis(methoxymethoxy)phenyl]pentyl}benzene). As a reaction SMILES: [CH3:1][O:2][C:3]1[C:8]([CH2:9][CH2:10][CH2:11][CH3:12])=[C:7]([O:13][CH2:14][O:15][CH3:16])[C:6]([O:17][CH3:18])=[C:5]([CH2:19][CH2:20][CH2:21][CH2:22][CH2:23][C:24]2[C:29]([O:30][CH2:31][O:32][CH3:33])=[C:28]([O:34][CH3:35])[C:27]([OH:36])=[C:26]([O:37][CH2:38][O:39][CH3:40])[C:25]=2[O:41][CH3:42])[C:4]=1[O:43][CH2:44][O:45][CH3:46].[CH3:47]O>>[CH3:1][O:2][C:3]1[C:8]([CH2:9][CH2:10][CH2:11][CH3:12])=[C:7]([O:13][CH2:14][O:15][CH3:16])[C:6]([O:17][CH3:18])=[C:5]([CH2:19][CH2:20][CH2:21][CH2:22][CH2:23][C:24]2[C:29]([O:30][CH2:31][O:32][CH3:33])=[C:28]([O:34][CH3:35])[C:27]([O:36][CH3:47])=[C:26]([O:37][CH2:38][O:39][CH3:40])[C:25]=2[O:41][CH3:42])[C:4]=1[O:43][CH2:44][O:45][CH3:46]. Procedure: 1.3 Grams of 1,4-dimethoxy-2,5-bis(methoxymethoxy)-6-butyl-3-{5-[2,5-dimethoxy-3,6-bis(methoxymethoxy)-4-hydroxyphenyl]pentyl}benzene was dissolved in 50 ml of methanol, to this solution was added an excess amount of diazomethane-ether solution was added and the reaction mixture was stirred for 3 hours. The reaction mixture was concentrated to obtain 1.3 g of 1,4-dimethoxy-2,5-bis(methoxymethoxy)-6-butyl-3-{5-[2,4,5-trimethoxy-3,6-bis(methoxymethoxy)phenyl]pentyl}benzene. Colorless oily substanc... Reactants: [H-].[Al+3].[Li+].[H-].[H-].[H-] (lithium alumimum hydride), amide, [H-] (hydride), O (water), CN(C(CC1(SCCC2=C1CC=1C=CC=CC12)C)=O)C (N,N,1-trimethyl-1,3,4,9-tetrahydroindeno[2,1-c]thiopyran-1-acetamide). Solvent: CCOCC (ether), CCOCC (ether). Conditions: time 30 minute. Yields the product CN(CCC1(SCCC2=C1CC=1C=CC=CC12)C)C (N,N,1-Trimethyl-1,3,4,9-tetrahydroindeno[2,1-c]thiopyran-1-ethylamine). Reaction SMILES: [CH3:1][N:2]([CH3:20])[C:3](=O)[CH2:4][C:5]1([CH3:18])[C:10]2[CH2:11][C:12]3[CH:13]=[CH:14][CH:15]=[CH:16][C:17]=3[C:9]=2[CH2:8][CH2:7][S:6]1.[H-].[Al+3].[Li+].[H-].[H-].[H-].[H-].O>CCOCC>[CH3:20][N:2]([CH3:1])[CH2:3][CH2:4][C:5]1([CH3:18])[C:10]2[CH2:11][C:12]3[CH:13]=[CH:14][CH:15]=[CH:16][C:17]=3[C:9]=2[CH2:8][CH2:7][S:6]1 |f:1.2.3.4.5.6|. Reported procedure: The amide, N,N,1-trimethyl-1,3,4,9-tetrahydroindeno[2,1-c]thiopyran-1-acetamide (2.7 g), described in Example 196, in anhydrous ether (200 ml) is added dropwise to a stirred suspension of lithium alumimum hydride (1.0 g) in 100 ml of anhydrous ether. The mixture is stirred at room temperature for 30 min. Excess hydride is decomposed with water (4 ml). The mixture is filtered. The filtrate is dried (MgSO4) and concentrated to give the title compound, nmr (CDCl3), 1.45 (s, 3H), 3.50 (m, 2H), 7.32 ... Starting materials: [N+](=O)([O-])C1=CC=C(COC([C@@H](NC([C@H]2N(CCC2)C(CNC([C@@H](NC(=O)OC(C)(C)C)CC2=CC=CC=C2)=O)=O)=O)CC2=CC=CC=C2)=O)C=C1 (tert-butoxycarbonylphenylalanylglycylprolylphenylalanine p-nitrobenzylester), O.NN (hydrazine hydrate). The product is hydrazide, C(C)(C)(C)OC(=O)N[C@@H](CC1=CC=CC=C1)C(=O)NCC(=O)N1[C@H](C(=O)N[C@@H](CC2=CC=CC=C2)C(=O)O)CCC1 (tert-butoxycarbonylphenylalanylglycylprolylphenylalanine). As a reaction SMILES: [N+](C1C=CC(C[O:9][C:10](=[O:49])[C@H:11]([CH2:42][C:43]2[CH:48]=[CH:47][CH:46]=[CH:45][CH:44]=2)[NH:12][C:13](=[O:41])[C@@H:14]2[CH2:18][CH2:17][CH2:16][N:15]2[C:19](=[O:40])[CH2:20][NH:21][C:22](=[O:39])[C@H:23]([CH2:32][C:33]2[CH:38]=[CH:37][CH:36]=[CH:35][CH:34]=2)[NH:24][C:25]([O:27][C:28]([CH3:31])([CH3:30])[CH3:29])=[O:26])=CC=1)([O-])=O.O.NN>>[C:28]([O:27][C:25]([NH:24][C@H:23]([C:22]([NH:21][CH2:20][C:19]([N:15]1[CH2:16][CH2:17][CH2:18][C@H:14]1[C:13]([NH:12][C@H:11]([C:10]([OH:49])=[O:9])[CH2:42][C:43]1[CH:44]=[CH:45][CH:46]=[CH:47][CH:48]=1)=[O:41])=[O:40])=[O:39])[CH2:32][C:33]1[CH:34]=[CH:35][CH:36]=[CH:37][CH:38]=1)=[O:26])([CH3:31])([CH3:29])[CH3:30] |f:1.2|. Procedure details: the product of stage (g) is treated with hydrazine hydrate to obtain hydrazide of tert-butoxycarbonylphenylalanylglycylprolylphenylalanine; Starting materials: C(CCCC)O (1-pentanol), ClC=CC (3-chloro-2-propene), [OH-].C(CCC)[N+](CCCC)(CCCC)CCCC (tetrabutyl ammonium hydroxide), [OH-].[Na+] (NaOH). Run in O (water). Run at temperature 70 celsius, time 7 hour. Product: CC(COCCCCC)=C (1-(2-methyl-allyloxy)-pentane). Isolated yield 68.0%. Reaction SMILES: [CH2:1]([OH:6])[CH2:2][CH2:3][CH2:4][CH3:5].[OH-].C([N+](C[CH2:22][CH2:23][CH3:24])(CCCC)CCCC)CCC.[OH-].[Na+].Cl[CH:28]=CC>O>[CH3:28][C:23](=[CH2:22])[CH2:24][O:6][CH2:1][CH2:2][CH2:3][CH2:4][CH3:5] |f:1.2,3.4|. Procedure: In a 3000 mL reaction flask was charged 1-pentanol (400 g, 4.5 mol), a 40% by weight in water solution of tetrabutyl ammonium hydroxide (100 g, 0.15 mol), and a 50% by weight solution of NaOH (435 g, 5.4 mol). The mixture was heated to 70° C. and 3-chloro-2-propene (486 g, 5.4 mol) was fed into the reaction over 3 hours. The reaction was aged for 7 hours at 70° C., then cooled to room temperature. The reaction was quenched with 600 mL of water, and the layers separated. The organic layer washed ... Reactants: C1(CCCCC1)=O (cyclohexanone), C(C=C)(=O)O (acrylic acid). The reagents and catalysts are N1(CCCC1)C1=CCCCC1 (1-pyrrolidino-1-cyclohexene), O (water). Yields the product O=C1C(CCCC1)CCC(=O)O (3-(2-oxocyclohexyl)-propanoic acid). Isolated yield 59.9%. Reaction SMILES: [C:1]1(=[O:7])[CH2:6][CH2:5][CH2:4][CH2:3][CH2:2]1.[C:8]([OH:12])(=[O:11])[CH:9]=[CH2:10]>N1(C2CCCCC=2)CCCC1.O>[O:7]=[C:1]1[CH2:6][CH2:5][CH2:4][CH2:3][CH:2]1[CH2:10][CH2:9][C:8]([OH:12])=[O:11]. Reported procedure: 29.4 Grams (0.300 mol; 31.1 mL) cyclohexanone, 14.4 grams (0.200 mol; 13.7 mL) of acrylic acid, 1.6 mL (9.6×10-3 mol) of 1-pyrrolidino-1-cyclohexene and 0.09 grams (5×10-3 mol) of water were added to a 250 mL round bottomed flask equipped with a reflux condenser, thermometer, and magnetic stirrer. The mixture was stirred and heated under reflux for four hours. The mixture was then cooled to room temperature resulting in a slushy mixture. Next, the reaction product was subjected to fractional dis...